This data is from the Open Reaction Database (ORD), a public repository of structured organic reaction records. The task is: describe an organic reaction: reactants, conditions, products, and yield The reactants are FC(F)=C(F)CCBr, CS(C)=O, CC1(C)Cc2cccc(N)c2O1, [Na+], [OH-], O, S=C=S. Product: CC1(C)Cc2cccc(NC(=S)SCCC(F)=C(F)F)c2O1. RXN SMILES: [Br:18][CH2:19][CH2:20][C:21](=[C:22]([F:23])[F:24])[F:25].[CH3:26][S:27](=[O:28])[CH3:29].[NH2:3][c:4]1[cH:5][cH:6][cH:7][c:8]2[c:12]1[O:11][C:10]([CH3:13])([CH3:14])[CH2:9]2.[Na+:2].[OH-:1].[OH2:30].[S:15]=[C:16]=[S:17]>>[NH:3]([c:4]1[cH:5][cH:6][cH:7][c:8]2[c:12]1[O:11][C:10]([CH3:13])([CH3:14])[CH2:9]2)[C:16]([S:15][CH2:19][CH2:20][C:21](=[C:22]([F:23])[F:24])[F:25])=[S:17]. Reactants: CCCc1nc2c(N)nc3cc(Br)ccc3c2n1NC(C)C, OCCCO, CCCO, [Na+], [Na+], O=C([O-])[O-], CC(=O)[O-], CC(=O)[O-], O, [Pd+2], c1ccc(P(c2ccccc2)c2ccccc2)cc1, OB(O)c1cccnc1. The product is CCCc1nc2c(N)nc3cc(-c4cccnc4)ccc3c2n1NC(C)C. As a reaction SMILES: [Br:1][c:2]1[cH:3][cH:4][c:5]2[c:6]3[c:7]([c:8]([NH2:12])[n:9][c:10]2[cH:11]1)[n:13][c:14]([CH2:20][CH2:21][CH3:22])[n:15]3[NH:16][CH:17]([CH3:18])[CH3:19].[CH2:23]([OH:24])[CH2:25][CH2:26][OH:27].[CH2:62]([OH:63])[CH2:64][CH3:65].[Na+:56].[Na+:57].[O-:58][C:59](=[O:60])[O-:61].[O-:67][C:68]([CH3:69])=[O:70].[O-:71][C:72]([CH3:73])=[O:74].[OH2:75].[Pd+2:66].[c:37]1([P:38]([c:39]2[cH:40][cH:41][cH:42][cH:43][cH:44]2)[c:45]2[cH:46][cH:47][cH:48][cH:49][cH:50]2)[cH:51][cH:52][cH:53][cH:54][cH:55]1.[n:28]1[cH:29][c:30]([B:34]([OH:35])[OH:36])[cH:31][cH:32][cH:33]1>>[c:2]1(-[c:30]2[cH:29][n:28][cH:33][cH:32][cH:31]2)[cH:3][cH:4][c:5]2[c:6]3[c:7]([c:8]([NH2:12])[n:9][c:10]2[cH:11]1)[n:13][c:14]([CH2:20][CH2:21][CH3:22])[n:15]3[NH:16][CH:17]([CH3:18])[CH3:19]. The reactants are CC(=O)Nc1ccc(N=O)cc1, CN(C)C=O, O=C1CCC(=O)N1Cl, N#CN, [Na]. The product is CC(=O)Nc1ccc([N+]([O-])=NC#N)cc1. RXN SMILES: [C:1]([CH3:2])(=[O:3])[NH:4][c:5]1[cH:6][cH:7][c:8]([N:11]=[O:12])[cH:9][cH:10]1.[CH3:25][N:26]([CH3:27])[CH:28]=[O:29].[Cl:17][N:18]1[C:19](=[O:20])[CH2:21][CH2:22][C:23]1=[O:24].[N:13]#[C:14][NH2:15].[Na:16]>>[C:1]([CH3:2])(=[O:3])[NH:4][c:5]1[cH:6][cH:7][c:8]([N+:11]([O-:12])=[N:15][C:14]#[N:13])[cH:9][cH:10]1. Starting materials: ClC(=O)OC1=CC=C(C=C1)[N+](=O)[O-] (p-nitrophenyl chloroformate), C(C)(C)N(CC)C(C)C (diisopropylethyl amine), ClC1=CC=C2C(=CC(=NC2=C1)N)N1CCNCC1 (7-chloro-4-(1-piperazinyl)-2-quinolinamine). The product is NC1=NC2=CC(=CC=C2C(=C1)N1CCN(CC1)C(=O)OC1=CC=C(C=C1)[N+](=O)[O-])Cl (4-(2-Amino-7-chloro-4-quinolinyl)-1-piperazinecarboxylic Acid, 4-nitrophenyl Ester). As a reaction SMILES: Cl[C:2]([O:4][C:5]1[CH:10]=[CH:9][C:8]([N+:11]([O-:13])=[O:12])=[CH:7][CH:6]=1)=[O:3].C(N(C(C)C)CC)(C)C.[Cl:23][C:24]1[CH:33]=[C:32]2[C:27]([C:28]([N:35]3[CH2:40][CH2:39][NH:38][CH2:37][CH2:36]3)=[CH:29][C:30]([NH2:34])=[N:31]2)=[CH:26][CH:25]=1>>[NH2:34][C:30]1[CH:29]=[C:28]([N:35]2[CH2:36][CH2:37][N:38]([C:2]([O:4][C:5]3[CH:10]=[CH:9][C:8]([N+:11]([O-:13])=[O:12])=[CH:7][CH:6]=3)=[O:3])[CH2:39][CH2:40]2)[C:27]2[C:32](=[CH:33][C:24]([Cl:23])=[CH:25][CH:26]=2)[N:31]=1. Reported procedure: As described for example 78, 7-chloro-4-aminoqunoline, p-nitrophenyl chloroformate, diisopropylethyl amine, and 7-chloro-4-(1-piperazinyl)-2-quinolinamine are reacted to afford the product. LC-MS: 427 (M++1). 1H NMR (DMSO-d6) δ 3.0–3.2 (m, 4H), 3.6–3.9 (m, 4H), 6.2–6.3 (s, 1H), 6.4–6.6 (s, H), 7.05–7.2 (m, 1H), 7.35–7.4 (m, 1H), 7.4–7.5 (d, 2H), 7.7–7.8 (d, 1H), 8.2–8.35 (d, 2H). Reactants: C(C)OCC (diethyl ether), B(Br)(Br)Br (boron tribromide), solution, COC=1C=CC(=C(C1)NC(CC12CC3CC(CC(C1)C3)C2)=O)C (N-(5-methoxy-2-methylphenyl)-tricyclo[3.3.1.13,7]decane-1-acetamide), Example 5. The solvent is ClCCl (dichloromethane), ClCCl (dichloromethane). Reaction conditions: time 24 hour. Product: OC=1C=CC(=C(C1)NC(CC12CC3CC(CC(C1)C3)C2)=O)C (N-(5-Hydroxy-2-methylphenyl)-tricyclo[3.3.1.13,7]decane-1-acetamide). As a reaction SMILES: C[O:2][C:3]1[CH:4]=[CH:5][C:6]([CH3:23])=[C:7]([NH:9][C:10](=[O:22])[CH2:11][C:12]23[CH2:21][CH:16]4[CH2:17][CH:18]([CH2:20][CH:14]([CH2:15]4)[CH2:13]2)[CH2:19]3)[CH:8]=1.B(Br)(Br)Br.C(OCC)C>ClCCl>[OH:2][C:3]1[CH:4]=[CH:5][C:6]([CH3:23])=[C:7]([NH:9][C:10](=[O:22])[CH2:11][C:12]23[CH2:21][CH:16]4[CH2:15][CH:14]([CH2:20][CH:18]([CH2:17]4)[CH2:19]2)[CH2:13]3)[CH:8]=1. Reported procedure: To a solution of N-(5-methoxy-2-methylphenyl)-tricyclo[3.3.1.13,7]decane-1-acetamide prepared as described in Example 5 (1.00 g) in dichloromethane (20 ml), was added boron tribromide (4 ml of a 1.0M solution in dichloromethane) at −78° C. under an inert atmosphere. The reaction mixture was stirred for 24 hours and then warmed to ambient temperature and washed with brine. The organic layer was dried over magnesium sulphate (MgSO4) and concentrated under reduced pressure to yield a residue. Tritu... The reactants are C1CCOC1, CO, CC(Nc1ncc([N+](=O)[O-])c(Nc2cc(C3CC3)[nH]n2)n1)c1ccc(F)cc1, [Cl-], [NH4+], [Zn]. The product is CC(Nc1ncc(N)c(Nc2cc(C3CC3)[nH]n2)n1)c1ccc(F)cc1. As a reaction SMILES: [CH2:33]1[O:34][CH2:35][CH2:36][CH2:37]1.[CH3:31][OH:32].[CH:1]1([c:4]2[cH:5][c:6]([NH:9][c:10]3[n:11][c:12]([NH:19][CH:20]([CH3:21])[c:22]4[cH:23][cH:24][c:25]([F:28])[cH:26][cH:27]4)[n:13][cH:14][c:15]3[N+:16]([O-:17])=[O:18])[n:7][nH:8]2)[CH2:2][CH2:3]1.[Cl-:29].[NH4+:30].[Zn:38]>>[CH:1]1([c:4]2[cH:5][c:6]([NH:9][c:10]3[n:11][c:12]([NH:19][CH:20]([CH3:21])[c:22]4[cH:23][cH:24][c:25]([F:28])[cH:26][cH:27]4)[n:13][cH:14][c:15]3[NH2:16])[n:7][nH:8]2)[CH2:2][CH2:3]1. The reactants are CCO, O=C1c2ccccc2C(=O)N1CCCN1CCN(C(c2ccccc2)c2ccccc2)CC1, NN, O. Product: NCCCN1CCN(C(c2ccccc2)c2ccccc2)CC1. Reaction SMILES: [CH3:37][CH2:38][OH:39].[CH:1]([c:2]1[cH:3][cH:4][cH:5][cH:6][cH:7]1)([c:8]1[cH:9][cH:10][cH:11][cH:12][cH:13]1)[N:14]1[CH2:15][CH2:16][N:17]([CH2:20][CH2:21][CH2:22][N:23]2[C:24](=[O:25])[c:26]3[c:27]([cH:28][cH:29][cH:30][cH:31]3)[C:32]2=[O:33])[CH2:18][CH2:19]1.[NH2:35][NH2:36].[OH2:34]>>[CH:1]([c:2]1[cH:3][cH:4][cH:5][cH:6][cH:7]1)([c:8]1[cH:9][cH:10][cH:11][cH:12][cH:13]1)[N:14]1[CH2:15][CH2:16][N:17]([CH2:20][CH2:21][CH2:22][NH2:23])[CH2:18][CH2:19]1. Starting materials: CCC(=O)Cl, CC(=O)Nc1ccccc1, CCO, Clc1ccc(Cl)c(Cl)c1, Cl[Al](Cl)Cl. Yields the product CCC(=O)c1ccc(NC(C)=O)cc1. RXN SMILES: [C:11]([CH2:12][CH3:13])(=[O:14])[Cl:15].[C:1]([CH3:2])(=[O:3])[NH:4][c:5]1[cH:6][cH:7][cH:8][cH:9][cH:10]1.[CH3:29][CH2:30][OH:31].[Cl:16][c:17]1[cH:18][c:19]([Cl:20])[c:21]([Cl:22])[cH:23][cH:24]1.[Cl:25][Al:26]([Cl:27])[Cl:28]>>[C:1]([CH3:2])(=[O:3])[NH:4][c:5]1[cH:6][cH:7][c:8]([C:11]([CH2:12][CH3:13])=[O:14])[cH:9][cH:10]1.